This data is from the Open Reaction Database (ORD), a public repository of structured organic reaction records. The task is: describe an organic reaction: reactants, conditions, products, and yield Reactants: NC[C@@H]1CN(CC1)C(=O)OC(C)(C)C ((R)-3-(Aminomethyl)-1-N-Boc-pyrrolidine), CN(\C=C(/C(=O)OCC)\C(C1=C(C=CC(=C1)I)F)=O)C ((Z)-Ethyl 3-(dimethylamino)-2-(2-fluoro-5-iodobenzoyl)acrylate), CN(\C=C(/C(=O)OCC)\C(C1=C(C=CC(=C1)I)F)=O)C ((Z)-Ethyl 3-(dimethylamino)-2-(2-fluoro-5-iodobenzoyl)acrylate), C([O-])([O-])=O.[K+].[K+] (potassium carbonate). Run in O (Water). Reaction conditions: time 8 hour. Product: C(C)(C)(C)OC(=O)N1C[C@H](CC1)CN1C=C(C(C2=CC(=CC=C12)I)=O)C(=O)OCC ((R)-ethyl 1-((1-(tert-butoxycarbonyl)pyrrolidin-3-yl)methyl)-6-iodo-4-oxo-1,4-dihydroquinoline-3-carboxylate). Reaction SMILES: [NH2:1][CH2:2][C@H:3]1[CH2:7][CH2:6][N:5]([C:8]([O:10][C:11]([CH3:14])([CH3:13])[CH3:12])=[O:9])[CH2:4]1.CN(C)/[CH:17]=[C:18](/[C:24](=[O:33])[C:25]1[CH:30]=[C:29]([I:31])[CH:28]=[CH:27][C:26]=1F)\[C:19]([O:21][CH2:22][CH3:23])=[O:20].C(=O)([O-])[O-].[K+].[K+]>O>[C:11]([O:10][C:8]([N:5]1[CH2:6][CH2:7][C@H:3]([CH2:2][N:1]2[C:26]3[C:25](=[CH:30][C:29]([I:31])=[CH:28][CH:27]=3)[C:24](=[O:33])[C:18]([C:19]([O:21][CH2:22][CH3:23])=[O:20])=[CH:17]2)[CH2:4]1)=[O:9])([CH3:14])([CH3:13])[CH3:12] |f:2.3.4|. Reported procedure: (R)-3-(Aminomethyl)-1-N-Boc-pyrrolidine (994 mg, 4.86 mmol) was added to the stock solution of (Z)-ethyl 3-(dimethylamino)-2-(3-iodobenzoyl)acrylate (Intermediate 24, 0.34M, 13 mL, 4.42 mmol). The reaction mixture was stirred at room temperature overnight. The solvent was removed in vacuo and the residue was dried in a vacuum oven for 1.5 h. The resulting residue was then dissolved in dimethylformamide (8 mL) and potassium carbonate powder (670 mg, 4.86 mmol) was added. The reaction mixture was ... Starting materials: C(C)(=O)OCC (ethyl acetate), Cl.Cl.NC1=CC=C(C=C1)N1CCCCC1 (N-(4-aminophenyl)piperidine dihydrochloride), C(C)(=O)N1CCC(CC1)=O (1-acetyl-4-piperidone), C(#N)[BH3-].[Na+] (sodium cyano borohydride). Run in O (water), CO (methanol). Reaction conditions: time 5 hour. Product: Cl.Cl.C(C)(=O)N1CCC(CC1)NC1=CC=C(C=C1)N1CCCCC1 (1-acetyl-4-[4-(piperidin-1-yl)phenylamino]piperidine dihydrochloride). RXN SMILES: [ClH:1].Cl.[NH2:3][C:4]1[CH:9]=[CH:8][C:7]([N:10]2[CH2:15][CH2:14][CH2:13][CH2:12][CH2:11]2)=[CH:6][CH:5]=1.[C:16]([N:19]1[CH2:24][CH2:23][C:22](=O)[CH2:21][CH2:20]1)(=[O:18])[CH3:17].C([BH3-])#N.[Na+].C(OCC)(=O)C>CO.O>[ClH:1].[ClH:1].[C:16]([N:19]1[CH2:24][CH2:23][CH:22]([NH:3][C:4]2[CH:5]=[CH:6][C:7]([N:10]3[CH2:15][CH2:14][CH2:13][CH2:12][CH2:11]3)=[CH:8][CH:9]=2)[CH2:21][CH2:20]1)(=[O:18])[CH3:17] |f:0.1.2,4.5,9.10.11|. Reported procedure: To a solution of N-(4-aminophenyl)piperidine dihydrochloride obtained in Example 17 and 1-acetyl-4-piperidone (0.70 g) in methanol (10 ml) was added sodium cyano borohydride (0.63 g), followed by stirring at room temperature for 5 hours. To the mixture was added ethyl acetate ester (20 ml) and water (30 ml). After the organic layer was dried over anhydrous sodium sulfate, to the solution was added 6N solution of hydrogen chloride in dioxane (2 ml) and the solvent was distilled off. The residue w... Starting materials: CN(C)C=O (DMF), N[C@@H](C(C)C)C(=O)O (valine), C([O-])([O-])=O.[K+].[K+] (potassium carbonate), BrC(C=1C(=CC=CC1)C)Br (α,α-dibromo-o-xylene). Run in O (water), CCOCC (ether). Reaction conditions: time 20 hour. Product: C1N(CC2=CC=CC=C12)C(C(=O)O)C(C)C (2-(2-isoindolinyl)-3-methylbutanoic acid). RXN SMILES: CN(C=O)C.[NH2:6][C@H:7]([C:11]([OH:13])=[O:12])[CH:8]([CH3:10])[CH3:9].C(=O)([O-])[O-].[K+].[K+].Br[CH:21](Br)[C:22]1[C:23]([CH3:28])=[CH:24][CH:25]=[CH:26][CH:27]=1>O.CCOCC>[CH2:28]1[C:23]2[C:22](=[CH:27][CH:26]=[CH:25][CH:24]=2)[CH2:21][N:6]1[CH:7]([CH:8]([CH3:10])[CH3:9])[C:11]([OH:13])=[O:12] |f:2.3.4|. Reported procedure: To 20 ml DMF is added valine (1.17 g, 10 mmol) and potassium carbonate (5.5 g, 40 mmol) followed by α,α-dibromo-o-xylene (2.63 g, 10 mmol). The reaction mixture is stirred for about 20 hours at RT under nitrogen and then poured into ether and water. The aqueous layer is separated, acidified to about pH 3 with aqueous HCl and extracted thoroughly with ether. The organic layer is washed with water and brine, dried and solvent removed under vacuum to give 2-(2-isoindolinyl)-3-methylbutanoic acid. Starting materials: C1(=CC=CC=C1)CC(=O)OCC (ethyl phenylacetate), [OH-].[Na+] (sodium hydroxide), C(C)O (ethanol), resultant mixture, hydrochloric acid ice, OC1=C(C(=O)C2=CC=CC=C2)C=CC(=C1O)O (2,3,4-trihydroxybenzophenone), C(C)(=O)OC(C)=O (acetic anhydride), Cl (hydrochloric acid), resultant mixture. The product is C(C)(=O)OC1=CC=C2C(=C(C(OC2=C1OC(C)=O)=O)C1=CC=CC=C1)C1=CC=CC=C1 (7,8-diacetoxy-3,4-diphenylcoumarin). Procedure details: To a solution of 821 mg (5.0 mmol) of ethyl phenylacetate (purchased from Tokyo Kasei) in 2 ml of ethanol (purchased from Kokusan Kagaku) was added a solution of 0.8 g of sodium hydroxide dissolved in 2 ml of water, and the mixture was stirred at room temperature for 2 hours. To the mixture was added 30 ml of about 10% hydrochloric acid, the mixture was extracted with ether three times, the organic layer was washed with brine and dried over anhydrous sodium sulfate, and the solvent was removed u... Isolated yield 39.8%. Run in O (water), C(C)N(CC)CC (triethylamine), CCCCCC (hexane). RXN SMILES: [C:1]1([CH2:7][C:8]([O:10]CC)=O)[CH:6]=[CH:5][CH:4]=[CH:3][CH:2]=1.[OH-].[Na+].Cl.[OH:16][C:17]1[C:30]([OH:31])=[C:29]([OH:32])[CH:28]=[CH:27][C:18]=1[C:19]([C:21]1[CH:26]=[CH:25][CH:24]=[CH:23][CH:22]=1)=O.[C:33](OC(=O)C)(=[O:35])[CH3:34].[CH2:40]([OH:42])[CH3:41]>O.CCCCCC.C(N(CC)CC)C>[C:33]([O:32][C:29]1[C:30]([O:31][C:40](=[O:42])[CH3:41])=[C:17]2[C:18]([C:19]([C:21]3[CH:26]=[CH:25][CH:24]=[CH:23][CH:22]=3)=[C:7]([C:1]3[CH:2]=[CH:3][CH:4]=[CH:5][CH:6]=3)[C:8](=[O:10])[O:16]2)=[CH:27][CH:28]=1)(=[O:35])[CH3:34] |f:1.2|. Reaction conditions: time 2 hour. The reactants are O=C(O)Cn1cnc2c(=O)[nH]c(NC(=O)OCc3ccccc3)nc21, O=C1CNCCN1S(=O)(=O)c1ccc(Cl)cc1[N+](=O)[O-], Cl. The product is O=C(Nc1nc2c(ncn2CC(=O)N2CCN(S(=O)(=O)c3ccc(Cl)cc3[N+](=O)[O-])C(=O)C2)c(=O)[nH]1)OCc1ccccc1. As a reaction SMILES: [CH2:22]([c:23]1[cH:24][cH:25][cH:26][cH:27][cH:28]1)[O:29][C:30](=[O:31])[NH:32][c:33]1[nH:34][c:35](=[O:46])[c:36]2[n:37][cH:38][n:39]([CH2:42][C:43](=[O:44])[OH:45])[c:40]2[n:41]1.[Cl:1][c:2]1[cH:3][c:4]([N+:18](=[O:19])[O-:20])[c:5]([S:8](=[O:9])(=[O:10])[N:11]2[C:12](=[O:17])[CH2:13][NH:14][CH2:15][CH2:16]2)[cH:6][cH:7]1.[ClH:21]>>[Cl:1][c:2]1[cH:3][c:4]([N+:18](=[O:19])[O-:20])[c:5]([S:8](=[O:9])(=[O:10])[N:11]2[C:12](=[O:17])[CH2:13][N:14]([C:43]([CH2:42][n:39]3[cH:38][n:37][c:36]4[c:35](=[O:46])[nH:34][c:33]([NH:32][C:30]([O:29][CH2:22][c:23]5[cH:24][cH:25][cH:26][cH:27][cH:28]5)=[O:31])[n:41][c:40]43)=[O:44])[CH2:15][CH2:16]2)[cH:6][cH:7]1. Reported procedure: 71 g (0.5 mol) of 3,3-dimethyl-4-pentenoic acid methyl ester were added dropwise to a mixture of 87.5 g (0.5 mol) of p-chlorobenzoyl chloride and 130.3 g (0.5 mol) of tin tetrachloride at 20° C., while cooling with ice. After being left to stand overnight, the reaction mixture had solidified. It was taken up in methylene chloride, the methylene chloride mixture was filtered and the filtrate was extracted by shaking with dilute hydrochloric acid. After drying and stripping off the solvent in vacu... Solvent: C(Cl)Cl (methylene chloride). The product is CC1(CC(=O)OC1CC(=O)C1=CC=C(C=C1)Cl)C (3,3-dimethyl-4-(4'-chloro-phenacyl)-γ-butyrolactone). As a reaction SMILES: C[O:2][C:3](=[O:10])[CH2:4][C:5]([CH3:9])([CH3:8])[CH:6]=[CH2:7].[Cl:11][C:12]1[CH:20]=[CH:19][C:15]([C:16](Cl)=[O:17])=[CH:14][CH:13]=1.[Sn](Cl)(Cl)(Cl)Cl>C(Cl)Cl>[CH3:9][C:5]1([CH3:8])[CH:6]([CH2:7][C:16]([C:15]2[CH:19]=[CH:20][C:12]([Cl:11])=[CH:13][CH:14]=2)=[O:17])[O:2][C:3](=[O:10])[CH2:4]1. The reactants are COC(CC(C=C)(C)C)=O (3,3-dimethyl-4-pentenoic acid methyl ester), ClC1=CC=C(C(=O)Cl)C=C1 (p-chlorobenzoyl chloride), [Sn](Cl)(Cl)(Cl)Cl (tin tetrachloride). Conditions: time 8 hour. Reactants: CC(C)OC1=C(C#N)C=C(C=C1)C=1SC=CN1 (2-[(1-methylethyl)oxy]-5-(1,3-thiazol-2-yl)benzonitrile), C(C)(=O)[O-].[Na+] (sodium acetate), BrBr (Br2). Solvent: C(C)(=O)O (acetic acid), C(C)(=O)O (acetic acid). Run at temperature 20 celsius. The product is BrC1=CN=C(S1)C=1C=CC(=C(C#N)C1)OC(C)C (5-(5-bromo-1,3-thiazol-2-yl)-2-[(1-methylethyl)oxy]benzonitrile). RXN SMILES: [CH3:1][CH:2]([O:4][C:5]1[CH:12]=[CH:11][C:10]([C:13]2[S:14][CH:15]=[CH:16][N:17]=2)=[CH:9][C:6]=1[C:7]#[N:8])[CH3:3].C([O-])(=O)C.[Na+].[Br:23]Br>C(O)(=O)C>[Br:23][C:15]1[S:14][C:13]([C:10]2[CH:11]=[CH:12][C:5]([O:4][CH:2]([CH3:1])[CH3:3])=[C:6]([CH:9]=2)[C:7]#[N:8])=[N:17][CH:16]=1 |f:1.2|. Procedure: To a solution of 2-[(1-methylethyl)oxy]-5-(1,3-thiazol-2-yl)benzonitrile (D64) (215 mg) and sodium acetate (144 mg) in acetic acid (8 mL) stirred at room temperature was added a solution of Br2 (0.045 mL) in acetic acid (1 mL) dropwise. The reaction mixture was stirred at 20° C. until start material was consumed completely. The reaction mixture was basified with 2M NaOH, then diluted with ethyl acetate. The mixture was washed with water and brine. The organic phase was dried over anhydrous sodiu... Reaction SMILES: [CH2:27]([CH2:28][CH3:29])[CH:30]1[CH2:31][CH2:32][CH:33]([c:36]2[cH:37][cH:38][c:39]([C:40](=[O:41])[Cl:42])[cH:43][cH:44]2)[CH2:34][CH2:35]1.[CH3:20][c:21]1[cH:22][cH:23][cH:24][cH:25][cH:26]1.[F:1][c:2]1[cH:3][c:4]([OH:13])[cH:5][cH:6][c:7]1[O:8][C:9]([F:10])([F:11])[F:12].[OH2:45].[cH:14]1[cH:15][cH:16][n:17][cH:18][cH:19]1>>[F:1][c:2]1[cH:3][c:4]([O:13][C:40]([c:39]2[cH:38][cH:37][c:36]([CH:33]3[CH2:32][CH2:31][CH:30]([CH2:27][CH2:28][CH3:29])[CH2:35][CH2:34]3)[cH:44][cH:43]2)=[O:41])[cH:5][cH:6][c:7]1[O:8][C:9]([F:10])([F:11])[F:12]. Starting materials: CCCC1CCC(c2ccc(C(=O)Cl)cc2)CC1, Cc1ccccc1, Oc1ccc(OC(F)(F)F)c(F)c1, O, c1ccncc1. The product is CCCC1CCC(c2ccc(C(=O)Oc3ccc(OC(F)(F)F)c(F)c3)cc2)CC1. Reactants: Cl (hydrogen chloride), C(#N)CCO[C@@H]1[C@H](C[C@@H]2CC[C@H]3[C@@H]4CC[C@H](C(C)=O)[C@]4(CC([C@@H]3[C@]2(C1)C)=O)C)O (2β-(2-Cyanoethoxy)-3α-hydroxy-5α-pregnane-11,20-dione), C(C)O (ethanol), O (water). Yields the product C(C)OC(=O)CCO[C@@H]1[C@H](C[C@@H]2CC[C@H]3[C@@H]4CC[C@H](C(C)=O)[C@]4(CC([C@@H]3[C@]2(C1)C)=O)C)O (2β-(2-ethoxycarbonylethoxy)-3α-hydroxy-5α-pregnane-11,20-dione). Reaction SMILES: [C:1]([CH2:3][CH2:4][O:5][C@H:6]1[CH2:25][C@@:24]2([CH3:26])[C@@H:9]([CH2:10][CH2:11][C@@H:12]3[C@@H:23]2[C:22](=[O:27])[CH2:21][C@@:20]2([CH3:28])[C@H:13]3[CH2:14][CH2:15][C@@H:16]2[C:17](=[O:19])[CH3:18])[CH2:8][C@@H:7]1[OH:29])#N.Cl.[OH2:31].[CH2:32]([OH:34])[CH3:33]>>[CH2:32]([O:34][C:1]([CH2:3][CH2:4][O:5][C@H:6]1[CH2:25][C@@:24]2([CH3:26])[C@@H:9]([CH2:10][CH2:11][C@@H:12]3[C@@H:23]2[C:22](=[O:27])[CH2:21][C@@:20]2([CH3:28])[C@H:13]3[CH2:14][CH2:15][C@@H:16]2[C:17](=[O:19])[CH3:18])[CH2:8][C@@H:7]1[OH:29])=[O:31])[CH3:33]. Procedure details: 2β-(2-Cyanoethoxy)-3α-hydroxy-5α-pregnane-11,20-dione (430 mg.) was dissolved in absolute ethanol (50 ml) and dry hydrogen chloride passed through the solution until saturation occurred. The mixture was left for one-fourth hour then poured into water (250 ml.). After one-half hour the precipitate formed was extracted into ether (2 × 100 ml), the ethereal solution washed with water and dried over anhydrous sodium sulphate. The dried solution was evaporated to a white form (320 mg) which was purif...